From a dataset of the Open Reaction Database (ORD), a public repository of structured organic reaction records. describe an organic reaction: reactants, conditions, products, and yield Starting materials: COC(=O)C(NC(=O)OCc1ccccc1)=C1CCCOC1, CO. Product: COC(=O)C(NC(=O)OCc1ccccc1)C1CCCOC1. RXN SMILES: [CH2:1]([c:2]1[cH:3][cH:4][cH:5][cH:6][cH:7]1)[O:8][C:9](=[O:10])[NH:11][C:12]([C:13](=[O:14])[O:15][CH3:16])=[C:17]1[CH2:18][O:19][CH2:20][CH2:21][CH2:22]1.[CH3:23][OH:24]>>[CH2:1]([c:2]1[cH:3][cH:4][cH:5][cH:6][cH:7]1)[O:8][C:9](=[O:10])[NH:11][CH:12]([C:13](=[O:14])[O:15][CH3:16])[CH:17]1[CH2:18][O:19][CH2:20][CH2:21][CH2:22]1. Reactants: C(CCC)[Li] (n-butyllithium), BrC=1C=C(C=CC1)C1=CC=CC2=CC=CC=C12 (1-(3-bromophenyl)naphthalene), resultant solution, C1=CC=CC=2C(C3=CC=CC=C3C(C12)=O)=O (anthraquinone), [Cl-].[NH4+] (ammonium chloride), resultant solution, resultant mixture. Yields the product C1=CC=CC=2C3=CC=CC=C3C(=CC12)C=1C=C(C=CC1)C1(C2=CC=CC=C2C(C=2C=CC=CC12)(O)C1=CC(=CC=C1)C=1C2=CC=CC=C2C=2C=CC=CC2C1)O (9,10-bis(3-(9-phenanthryl)phenyl)-9,10-dihydroxy-9,10-dihydroanthracene). Procedure details: Under an atmosphere of argon, 1-(3-bromophenyl)naphthalene (6.5 g, 20 mmole, 2.8 eq) was dissolved into a mixed solvent composed of anhydrous toluene (25 ml) and anhydrous THF (25 ml) and the resultant solution was cooled at −25° C. in a dry ice/methanol bath. To the cooled solution, a hexane solution of n-butyllithium (1.50 mole/liter, 15 ml, 23 mmole, 1.1 eq) was added and the resultant solution was stirred at −20° C. for 1 hour. To the obtained mixture, anthraquinone (1.5 g, 7.2 mmole) was ad... Reaction SMILES: Br[C:2]1[CH:3]=[C:4]([C:8]2[C:17]3[C:12](=[CH:13][CH:14]=[CH:15][CH:16]=3)[CH:11]=[CH:10][CH:9]=2)[CH:5]=[CH:6][CH:7]=1.[CH2:18]([Li])[CH2:19][CH2:20][CH3:21].[CH:23]1[C:36]2[C:35](=[O:37])[C:34]3[C:29](=[CH:30][CH:31]=[CH:32][CH:33]=3)[C:28](=[O:38])[C:27]=2[CH:26]=[CH:25][CH:24]=1.[Cl-].[NH4+]>CCCCCC.C1COCC1.C1(C)C=CC=CC=1>[CH:18]1[C:10]2[CH:9]=[C:8]([C:4]3[CH:3]=[C:2]([C:35]4([OH:37])[C:34]5[CH:33]=[CH:32][CH:31]=[CH:30][C:29]=5[C:28]([C:6]5[CH:7]=[CH:2][CH:3]=[C:4]([C:8]6[C:17]7[C:12]([C:11]8[CH:3]=[CH:2][CH:7]=[CH:6][C:10]=8[CH:9]=6)=[CH:13][CH:14]=[CH:15][CH:16]=7)[CH:5]=5)([OH:38])[C:27]5[C:36]4=[CH:23][CH:24]=[CH:25][CH:26]=5)[CH:7]=[CH:6][CH:5]=3)[C:17]3[C:12](=[CH:13][CH:14]=[CH:15][CH:16]=3)[C:11]=2[CH:21]=[CH:20][CH:19]=1 |f:3.4|. The solvent is CCCCCC (hexane), C1(=CC=CC=C1)C (toluene), C1CCOC1 (THF). Reactants: Clc1cc(Br)ccn1, CCN(CC)CCN, CCOC(C)=O, O. The product is CCN(CC)CCNc1cc(Br)ccn1. As a reaction SMILES: [Br:1][c:2]1[cH:3][c:4]([Cl:8])[n:5][cH:6][cH:7]1.[CH2:9]([CH3:10])[N:11]([CH2:12][CH2:13][NH2:14])[CH2:15][CH3:16].[CH3:18][CH2:19][O:20][C:21](=[O:22])[CH3:23].[OH2:17]>>[Br:1][c:2]1[cH:3][c:4]([NH:14][CH2:13][CH2:12][N:11]([CH2:9][CH3:10])[CH2:15][CH3:16])[n:5][cH:6][cH:7]1. The reactants are NC=1SC=NN1 (2-amino-1,3,4-thiadiazole), ClCCNC(=O)N[N+](=O)[O-] (1-(2-chloroethyl)-3-nitrourea), C(O)([O-])=O.[Na+] (sodium hydrogencarbonate). Solvent: C(C)O (ethanol). Product: ClCCNC(NC=1SC=NN1)=O (2-{3-(2-chloroethyl)ureido}-1,3,4-thiadiazole). Yield: 71.9%. As a reaction SMILES: [NH2:1][C:2]1[S:3][CH:4]=[N:5][N:6]=1.[Cl:7][CH2:8][CH2:9][NH:10][C:11](N[N+]([O-])=O)=[O:12].C(=O)([O-])O.[Na+]>C(O)C>[Cl:7][CH2:8][CH2:9][NH:10][C:11](=[O:12])[NH:1][C:2]1[S:3][CH:4]=[N:5][N:6]=1 |f:2.3|. Reported procedure: Ten grams of 2-amino-1,3,4-thiadiazole, 16.6 g of 1-(2-chloroethyl)-3-nitrourea and 84 g of sodium hydrogencarbonate were stirred in 100 ml of diluted ethanol at a temperature of 80° C. for 2 hours. While being still hot after the reaction, the precipitated inorganic matters were removed by filtration, and the filtrate was cooled. The precipitated crystals were collected by filtration and washed with water, to obtain 14.7 g (Yield 71%) of 2-{3-(2-chloroethyl)ureido}-1,3,4-thiadiazole. The produc... Procedure: Following the procedure of Example 23, Steps A and B but using the following pyrazinecarboxamides in place of the pyrazinecarboxamide used in Example 23, Step A, but using an equivalent amount of t-butylisocyanate and then following the procedure of Example 23B but using the appropriate pyrazinecarboxamide from Step A of that example the appropriate end product as listed is obtained. Product: O.Cl.NC=1C(=NC(=C(N1)N)Cl)C(=O)N=C(N)NC(=O)N.NC=1C(=NC(=C(N1)N)Cl)C(=O)N=C(NC(=O)N)N.Cl (3,5-Diamino-N-{[(aminocarbonyl)amino]-aminomethylene}-6-chloro-2-pyrazinecarboxamide hydrochloride hemihydrate). RXN SMILES: C([N:5]=C=[O:7])(C)(C)C.O.[NH2:9][C:10]1[C:11]([C:18]([N:20]=[CH:21][NH:22]NC(NC(C)(C)C)=O)=[O:19])=[N:12][C:13]([Cl:17])=[C:14]([NH2:16])[N:15]=1.[NH2:31][C:32]1[C:33]([C:40]([N:42]=[CH:43][NH:44][NH:45][C:46]([NH:48]C(C)(C)C)=[O:47])=[O:41])=[N:34][C:35]([Cl:39])=[C:36]([NH2:38])[N:37]=1>>[OH2:7].[ClH:17].[NH2:31][C:32]1[C:33]([C:40]([N:42]=[C:43]([NH:44][C:18]([NH2:20])=[O:19])[NH2:5])=[O:41])=[N:34][C:35]([Cl:39])=[C:36]([NH2:38])[N:37]=1.[NH2:9][C:10]1[C:11]([C:18]([N:20]=[C:21]([NH2:22])[NH:45][C:46]([NH2:48])=[O:47])=[O:19])=[N:12][C:13]([Cl:17])=[C:14]([NH2:16])[N:15]=1.[ClH:17] |f:1.2.3,4.5.6.7.8|. Starting materials: pyrazinecarboxamides, C(C)(C)(C)N=C=O (t-butylisocyanate), O.NC=1C(=NC(=C(N1)N)Cl)C(=O)N=CNNC(=O)NC(C)(C)C.NC=1C(=NC(=C(N1)N)Cl)C(=O)N=CNNC(=O)NC(C)(C)C (3,5-Diamino-N-{[(tert-butylaminocarbonyl)amino]aminomethylene}-6-chloro-2-pyrazinecarboxamide hemihydrate). Starting materials: Cc1cc(C)cc(C(=O)N(C)C(Cc2ccc(-c3ccno3)cc2)C(=O)O)c1, COC(=O)C(N)Cc1c[nH]c2ccccc12, CCN=C=NCCCN(C)C, CN(C)C=O, Cl, Oc1cccc2[nH]nnc12. The product is COC(=O)C(Cc1c[nH]c2ccccc12)NC(=O)C(Cc1ccc(-c2ccno2)cc1)N(C)C(=O)c1cc(C)cc(C)c1. Reaction SMILES: [CH3:1][c:2]1[cH:3][c:4]([C:5](=[O:6])[N:7]([CH:8]([CH2:9][c:10]2[cH:11][cH:12][c:13](-[c:16]3[cH:17][cH:18][n:19][o:20]3)[cH:14][cH:15]2)[C:21](=[O:22])[OH:23])[CH3:24])[cH:25][c:26]([CH3:28])[cH:27]1.[CH3:30][O:31][C:32]([CH:33]([NH2:34])[CH2:35][c:36]1[cH:37][nH:38][c:39]2[cH:40][cH:41][cH:42][cH:43][c:44]12)=[O:45].[CH3:56][N:57]([CH3:58])[CH2:59][CH2:60][CH2:61][N:62]=[C:63]=[N:64][CH2:65][CH3:66].[CH3:67][N:68]([CH3:69])[CH:70]=[O:71].[ClH:29].[OH:46][c:47]1[c:48]2[n:49][n:50][nH:51][c:52]2[cH:53][cH:54][cH:55]1>>[CH3:1][c:2]1[cH:3][c:4]([C:5](=[O:6])[N:7]([CH:8]([CH2:9][c:10]2[cH:11][cH:12][c:13](-[c:16]3[cH:17][cH:18][n:19][o:20]3)[cH:14][cH:15]2)[C:21](=[O:23])[NH:34][CH:33]([C:32]([O:31][CH3:30])=[O:45])[CH2:35][c:36]2[cH:37][nH:38][c:39]3[cH:40][cH:41][cH:42][cH:43][c:44]23)[CH3:24])[cH:25][c:26]([CH3:28])[cH:27]1. Reactants: FC(C(=O)OC(C(F)(F)F)=O)(F)F (trifluoroacetic anhydride), C([O-])([O-])=O.[Na+].[Na+] (sodium carbonate), COCC(CC1=CC=NN1C1=CC=CC=C1)O (1-methoxy-3-(1-phenyl-1H-pyrazol-5-yl)propan-2-ol). Solvent: CS(=O)C (DMSO), C1CCOC1 (THF), C(C)N(CC)CC (triethylamine), C1CCOC1 (THF). Reaction conditions: temperature -42 celsius, time 15 minute. Yields the product COCC(CC1=CC=NN1C1=CC=CC=C1)=O (1-methoxy-3-(1-phenyl-1H-pyrazol-5-yl)propan-2-one). Yield: 44.6%. Reaction SMILES: FC(F)(F)C(OC(=O)C(F)(F)F)=O.[CH3:14][O:15][CH2:16][CH:17]([OH:30])[CH2:18][C:19]1[N:23]([C:24]2[CH:29]=[CH:28][CH:27]=[CH:26][CH:25]=2)[N:22]=[CH:21][CH:20]=1.C(=O)([O-])[O-].[Na+].[Na+]>C(N(CC)CC)C.C1COCC1.CS(C)=O>[CH3:14][O:15][CH2:16][C:17](=[O:30])[CH2:18][C:19]1[N:23]([C:24]2[CH:25]=[CH:26][CH:27]=[CH:28][CH:29]=2)[N:22]=[CH:21][CH:20]=1 |f:2.3.4|. Procedure details: To a THF solution (100 ml) of DMSO (14.2 ml) was added dropwise trifluoroacetic anhydride over 15 min at −42° C., and the mixture was stirred at −42° C. for 15 min. To the reaction mixture was added dropwise an THF solution (66 ml) of 1-methoxy-3-(1-phenyl-1H-pyrazol-5-yl)propan-2-ol (9.3 g) over 1 hr at −42° C., and the mixture was stirred at 0° C. for 15 min. To the reaction mixture was added dropwise triethylamine (22.3 ml) over 15 min at 0° C., and the mixture was stirred at 0° C. for 1 hr. ...